This data is from the Open Reaction Database (ORD), a public repository of structured organic reaction records. The task is: describe an organic reaction: reactants, conditions, products, and yield The reactants are N=1COC=C2C1C=CC=C2 (3,1-benzoxazine), N=1COC=C2C1C=CC=C2 (3,1-benzoxazine), [C-]#N.[K+] (potassium cyanide), [C-]#N.[K+] (potassium cyanide). The product is N=C1NC2=CC=CC=C2C1=O (2-imino-3-indolinone). As a reaction SMILES: [N:1]1[CH2:2][O:3][CH:4]=[C:5]2[CH:10]=[CH:9][CH:8]=[CH:7][C:6]=12.[C-]#[N:12].[K+]>>[NH:12]=[C:2]1[C:4](=[O:3])[C:5]2[C:6](=[CH:7][CH:8]=[CH:9][CH:10]=2)[NH:1]1 |f:1.2|. Reported procedure: The process according to claim 1 in which the 3,1-benzoxazine is reacted with potassium cyanide in an equimolar ratio or in the presence of a slight excess of potassium cyanide at a temperature of 100° C., to decarboxylate said 3,1-benzoxazine and obtain a 2-imino-3-indolinone.